Dataset: the Open Reaction Database (ORD), a public repository of structured organic reaction records. Task: describe an organic reaction: reactants, conditions, products, and yield Starting materials: NC(CC)C=1N(C(C2=C(N1)SN=C2C)=O)CC2=CC=CC=C2 (6-(1-amino-propyl)-5-benzyl-3-methyl-5H-isothiazolo[5,4-d]pyrimidin-4-one), C(C)(C)(C)OC(NC(CC=O)(C)C)=O ((1,1-dimethyl-3-oxo-propyl)-carbamic acid tert-butyl ester), [BH-](OC(=O)C)(OC(=O)C)OC(=O)C.[Na+] (NaBH(OAc)3). The solvent is CO (MeOH). Run at time 8 hour. Yields the product C(C)(C)(C)OC(NC(CCNC(CC)C=1N(C(C2=C(N1)SN=C2C)=O)CC2=CC=CC=C2)(C)C)=O ({3-[1-(5-benzyl-3-methyl-4-oxo-4,5-dihydro-isothiazolo[5,4-d]pyrimidin-6-yl)-propylamino]-1,1-dimethyl-propyl}-carbamic acid tert-butyl ester). The yield is 39.7%. Reaction SMILES: [NH2:1][CH:2]([C:5]1[N:6]([CH2:16][C:17]2[CH:22]=[CH:21][CH:20]=[CH:19][CH:18]=2)[C:7](=[O:15])[C:8]2[C:13]([CH3:14])=[N:12][S:11][C:9]=2[N:10]=1)[CH2:3][CH3:4].[C:23]([O:27][C:28](=[O:36])[NH:29][C:30]([CH3:35])([CH3:34])[CH2:31][CH:32]=O)([CH3:26])([CH3:25])[CH3:24].[BH-](OC(C)=O)(OC(C)=O)OC(C)=O.[Na+]>CO>[C:23]([O:27][C:28](=[O:36])[NH:29][C:30]([CH3:35])([CH3:34])[CH2:31][CH2:32][NH:1][CH:2]([C:5]1[N:6]([CH2:16][C:17]2[CH:22]=[CH:21][CH:20]=[CH:19][CH:18]=2)[C:7](=[O:15])[C:8]2[C:13]([CH3:14])=[N:12][S:11][C:9]=2[N:10]=1)[CH2:3][CH3:4])([CH3:26])([CH3:25])[CH3:24] |f:2.3|. Procedure: To a solution of 36 (136 mg, 0.433 mmol) in MeOH (5 ml) was added (1,1-dimethyl-3-oxo-propyl)-carbamic acid tert-butyl ester(105 mg, 0.522 mmol) followed by NaBH(OAc)3 (138 mg, 0.65 mmol). The reaction mixture was stirred at room temperature overnight, quenched with water. Solvent was removed in vacuo, the residue was purified by preparative HPLC to give 37 (86 mg) at the yield of 41% for the two steps. 1H-NMR (500 MHz, CDCl3): δ 7.23–7.39 (m, 5H), 5.89 (d, J=16.0 Hz, 1H), 5.01 (d, J=16.0 Hz, 1H... The reactants are N1C=NC=C1 (imidazole), BrC1=CC(=NC(=C1)N(C=1SC=CN1)COC)CO ((4-bromo-6-((methoxymethyl)(1,3-thiazol-2-yl)amino)pyridin-2-yl)-methanol), [Si](C)(C)(C(C)(C)C)Cl (tert-butyldimethylsilyl chloride). The solvent is C(C)(=O)OCC (ethyl acetate), CN(C=O)C (dimethylformamide). Conditions: time 3 hour. Product: BrC1=CC(=NC(=C1)CO[Si](C)(C)C(C)(C)C)N(C=1SC=CN1)COC (4-bromo-6-(((tert-butyl(dimethyl)silyl)oxy)methyl)-N-(methoxymethyl) -N-1,3-thiazol-2-ylpyridine-2-amine). Reaction SMILES: [Br:1][C:2]1[CH:7]=[C:6]([N:8]([CH2:14][O:15][CH3:16])[C:9]2[S:10][CH:11]=[CH:12][N:13]=2)[N:5]=[C:4]([CH2:17][OH:18])[CH:3]=1.N1C=CN=C1.[Si:24](Cl)([C:27]([CH3:30])([CH3:29])[CH3:28])([CH3:26])[CH3:25]>CN(C)C=O.C(OCC)(=O)C>[Br:1][C:2]1[CH:3]=[C:4]([CH2:17][O:18][Si:24]([C:27]([CH3:30])([CH3:29])[CH3:28])([CH3:26])[CH3:25])[N:5]=[C:6]([N:8]([CH2:14][O:15][CH3:16])[C:9]2[S:10][CH:11]=[CH:12][N:13]=2)[CH:7]=1. Procedure details: 18.5 g of (4-bromo-6-((methoxymethyl)(1,3-thiazol-2-yl)amino)pyridin-2-yl)-methanol was dissolved in 110 mL of dimethylformamide and 9.64 g of imidazole was added thereto. Under cooling with an ice bath, 10.2 g of tert-butyldimethylsilyl chloride was added thereto followed by stirring at room temperature for 3 hours. The reaction solution was diluted with ethyl acetate and washed with water and brine. The resulting organic layer was dried over magnesium sulfate and filtered, and the filtrate was... The reactants are BrC1=CC=C(C=C1)[C@H](C)N1C(O[C@@](CC1)(CC(C)(C)O)C1=CC=C(C=C1)F)=O ((S)-3-((S)-1-(4-bromophenyl)ethyl)-6-(4-fluorophenyl)-6-(2-hydroxy-2-methylpropyl)-1,3-oxazinan-2-one), BrC1=NC=C(C=C1)C#N (2-bromo-5-cyanopyridine). Product: FC1=CC=C(C=C1)[C@]1(CCN(C(O1)=O)[C@@H](C)C1=CC=C(C=C1)C1=NC=C(C#N)C=C1)CC(C)(C)O (6-(4-((S)-1-((S)-6-(4-fluorophenyl)-6-(2-hydroxy-2-methylpropyl)-2-oxo-1,3-oxazinan-3-yl)ethyl)phenyl)nicotinonitrile). Reaction SMILES: Br[C:2]1[CH:7]=[CH:6][C:5]([C@@H:8]([N:10]2[CH2:15][CH2:14][C@@:13]([C:21]3[CH:26]=[CH:25][C:24]([F:27])=[CH:23][CH:22]=3)([CH2:16][C:17]([OH:20])([CH3:19])[CH3:18])[O:12][C:11]2=[O:28])[CH3:9])=[CH:4][CH:3]=1.Br[C:30]1[CH:35]=[CH:34][C:33]([C:36]#[N:37])=[CH:32][N:31]=1>>[F:27][C:24]1[CH:25]=[CH:26][C:21]([C@:13]2([CH2:16][C:17]([OH:20])([CH3:19])[CH3:18])[O:12][C:11](=[O:28])[N:10]([C@H:8]([C:5]3[CH:6]=[CH:7][C:2]([C:30]4[CH:35]=[CH:34][C:33]([C:36]#[N:37])=[CH:32][N:31]=4)=[CH:3][CH:4]=3)[CH3:9])[CH2:15][CH2:14]2)=[CH:22][CH:23]=1. Reported procedure: The title compound was prepared from (S)-3-((S)-1-(4-bromophenyl)ethyl)-6-(4-fluorophenyl)-6-(2-hydroxy-2-methylpropyl)-1,3-oxazinan-2-one following procedures analogous to those described in Example 313 Steps 3 and 4 using 2-bromo-5-cyanopyridine in Step 4. LC-MS Method 2 tR=1.301, m/z=416; 1H NMR (CDCl3) 1.09 (d, 6H), 1.49 (d, 3H), 2.09-2.22 (m, 4H), 2.37 (m, 1H), 2.87 (m, 1H), 5.68 (m, 1H), 6.92-7.01 (t, 2H), 7.06 (m, 2H), 7.23 (m, 2H), 7.71 (d, 1H), 7.78 (d, 2H), 7.91 (d, 1H), 8.88 (s, 1H). The reactants are petroleum ether EtOAc, C[Mg+].[Br-] (MeMgBr), CC=1N=C(SC1)C=O (4-methylthiazole-2-carbaldehyde), 94. The solvent is C1CCOC1 (THF), C1CCOC1 (THF). Conditions: time 2 hour. The product is CC=1N=C(SC1)C(C)O (1-(4-Methylthiazol-2-yl)ethanol). The yield is 50.0%. Reaction SMILES: [CH3:1][C:2]1[N:3]=[C:4]([CH:7]=[O:8])[S:5][CH:6]=1.[CH3:9][Mg+].[Br-]>C1COCC1>[CH3:1][C:2]1[N:3]=[C:4]([CH:7]([OH:8])[CH3:9])[S:5][CH:6]=1 |f:1.2|. Reported procedure: To a solution of 4-methylthiazole-2-carbaldehyde of preparation 94 (5.8 g, 45.6 mmol) in anhydrous THF (100 mL) was added a THF solution of MeMgBr (3M, 30.4 mL, 91.3 mmol) drop-wise at −60° C. under N2, and the mixture was warmed to room temperature and stirred for another 2 hours. TLC (petroleum ether:EtOAc 2:1) showed the reaction was completed. The mixture was quenched by saturated NH4Cl solution (120 mL), and extracted with EtOAc (100 mL×3). The combined organic extracts were washed with bri... Reactants: O=[N+]([O-])c1ccc(F)c(F)c1OC(F)F, [Fe], O, O=S(=O)(O)O. The product is Nc1ccc(F)c(F)c1OC(F)F. Reaction SMILES: [F:6][c:7]1[c:8]([O:17][CH:18]([F:19])[F:20])[c:9]([N+:14]([O-:15])=[O:16])[cH:10][cH:11][c:12]1[F:13].[Fe:21].[OH2:22].[S:1](=[O:2])(=[O:3])([OH:4])[OH:5]>>[F:6][c:7]1[c:8]([O:17][CH:18]([F:19])[F:20])[c:9]([NH2:14])[cH:10][cH:11][c:12]1[F:13].